From a dataset of the Open Reaction Database (ORD), a public repository of structured organic reaction records. describe an organic reaction: reactants, conditions, products, and yield The reactants are C(CCCC)S(=O)(=O)NC(C1=CC(=C(C=C1)[N+](=O)[O-])NC(C)=O)=O (N-(n-pentanesulfonyl)-3-(acetylamino)-4-nitrobenzamide), O (water), [OH-].[Na+] (sodium hydroxide). The solvent is C(C)O (ethanol). Conditions: temperature 47.5 celsius, time 6 hour. Product: C(CCCC)S(=O)(=O)NC(C1=CC(=C(C=C1)[N+](=O)[O-])N)=O (N-(n-pentanesulfonyl)-3-amino-4-nitrobenzamide). As a reaction SMILES: [CH2:1]([S:6]([NH:9][C:10](=[O:24])[C:11]1[CH:16]=[CH:15][C:14]([N+:17]([O-:19])=[O:18])=[C:13]([NH:20]C(=O)C)[CH:12]=1)(=[O:8])=[O:7])[CH2:2][CH2:3][CH2:4][CH3:5].O.[OH-].[Na+]>C(O)C>[CH2:1]([S:6]([NH:9][C:10](=[O:24])[C:11]1[CH:16]=[CH:15][C:14]([N+:17]([O-:19])=[O:18])=[C:13]([NH2:20])[CH:12]=1)(=[O:7])=[O:8])[CH2:2][CH2:3][CH2:4][CH3:5] |f:2.3|. Reported procedure: The above partially purified product of N-(n-pentanesulfonyl)-3-(acetylamino)-4-nitrobenzamide was mixed with 300 ml of water and 500 ml of ethanol. Two-hundred grams of a 10%-sodium hydroxide aqueous solution were added thereto, and the mixture was stirred at 45 to 50° C. for 6 hours. The solvent (approx. 300 ml) was evaporated under reduced pressure. The resulting residue was neutralized with 10% hydrochloric acid aqueous solution and adjusted to pH 2 with diluted hydrochloric acid. The precip... RXN SMILES: [C-:9]#[C-:10].[C:1](#[N:2])[c:3]1[cH:4][cH:5][n:6][cH:7][cH:8]1.[CH2:19]([Li:20])[CH2:21][CH2:22][CH3:23].[CH3:13][Si:14]([CH3:15])([CH3:16])[C:17]#[CH:18].[Li+:11].[Li+:12].[N:24]#[C:25][c:26]1[cH:27][cH:28][cH:29][cH:30][cH:31]1>>[C:1]([c:3]1[cH:4][cH:5][n:6][cH:7][cH:8]1)#[C:17][Si:14]([CH3:13])([CH3:15])[CH3:16]. The product is C[Si](C)(C)C#Cc1ccncc1. Reactants: [C-]#[C-], N#Cc1ccncc1, [Li]CCCC, C#C[Si](C)(C)C, [Li+], [Li+], N#Cc1ccccc1. Starting materials: Cl.C(C)OC(=O)C1CCC2=C(SC(=C2)C(=N)OCC)C1 (6-Ethoxycarbonyl-2-(1-ethoxy-1-iminomethyl)-4,5,6,7-tetrahydrobenzo[b]thiophene hydrochloride), N (ammonia). The solvent is CCO (EtOH), C(C)O (ethanol). Product: Cl.C(N)(=N)C1=CC2=C(S1)CC(CC2)C(=O)OCC (2-amidino-6-ethoxycarbonyl-4,5,6,7-tetrahydrobenzo[b]thiophene hydrochloride). As a reaction SMILES: [ClH:1].[CH2:2]([O:4][C:5]([CH:7]1[CH2:20][C:11]2[S:12][C:13]([C:15](OCC)=[NH:16])=[CH:14][C:10]=2[CH2:9][CH2:8]1)=[O:6])[CH3:3].[NH3:21]>CCO>[ClH:1].[C:15]([C:13]1[S:12][C:11]2[CH2:20][CH:7]([C:5]([O:4][CH2:2][CH3:3])=[O:6])[CH2:8][CH2:9][C:10]=2[CH:14]=1)(=[NH:16])[NH2:21] |f:0.1,4.5|. Procedure details: 6-Ethoxycarbonyl-2-(1-ethoxy-1-iminomethyl)-4,5,6,7-tetrahydrobenzo[b]thiophene hydrochloride (1.51 g), 2.7 N ethanol solution of ammonia (1.41 ml) and EtOH (5 ml) was stirred at reflux for 4 hours. After evaporation, the resulting oil was purified by chromatography on silica gel (CHCl3-MeOH as eluent), and subsequently washed with Et2O to give 2-amidino-6-ethoxycarbonyl-4,5,6,7-tetrahydrobenzo[b]thiophene hydrochloride (1.20 g).